This data is from the Open Reaction Database (ORD), a public repository of structured organic reaction records. The task is: describe an organic reaction: reactants, conditions, products, and yield Reaction SMILES: I[C:2]1[CH:3]=[C:4]([CH:8]=[CH:9][CH:10]=1)[C:5]([OH:7])=[O:6].[C:11](=[O:14])([O-])[O-:12].[K+].[K+].[S-2:17].[Na+].[Na+].O>CN(C=O)C.[Cu](I)I>[C:5]([C:4]1[CH:8]=[CH:9][CH:10]=[CH:2][C:3]=1[S:17][C:2]1[CH:10]=[C:9]([C:11]([OH:12])=[O:14])[CH:8]=[CH:4][CH:3]=1)([OH:7])=[O:6] |f:1.2.3,4.5.6|. Starting materials: [S-2].[Na+].[Na+] (sodium sulphide), O (Water), IC=1C=C(C(=O)O)C=CC1 (3-iodobenzoic acid), C([O-])([O-])=O.[K+].[K+] (potassium carbonate). Solvent: CN(C)C=O (DMF). Yields the product C(=O)(O)C1=C(C=CC=C1)SC=1C=C(C=CC1)C(=O)O (3-[(carboxyphenyl)sulfanyl]benzenecarboxylic acid). Procedure: To a solution of 3-iodobenzoic acid (24.8 g, 100.0 mmol) was dissolved in anhydrous DMF (100.0 mL) was added potassium carbonate (6.9 g, 50.0 mmol). The reaction mixture was heated to 100° C. for 5 minutes and sodium sulphide (4.3 g, 55.0 mmol) and copper iodide (1.9 g, 10.0 mmol) was added and the reaction mixture was heated to reflux under an atmosphere of nitrogen for 12 hours. Water (500.0 mL) was then added and the reaction mixture was heated to boiling with activated carbon. The carbon was... The yield is 39.1%. Conditions: temperature 100 celsius. The reagents and catalysts are [Cu](I)I (copper iodide). Reactants: COC(=O)NC(C(=O)N1CCCC1C(=O)NC(C(C)C)C(O)C(F)(F)F)C(C)C, CO, [K+], O=[Mn](=O)(=O)[O-]. The product is COC(=O)NC(C(=O)N1CCCC1C(=O)NC(C(=O)C(F)(F)F)C(C)C)C(C)C. Reaction SMILES: [CH3:1][O:2][C:3](=[O:4])[NH:5][CH:6]([C:7](=[O:8])[N:9]1[CH:10]([C:14](=[O:15])[NH:16][CH:17]([CH:18]([CH3:19])[CH3:20])[CH:21]([C:22]([F:23])([F:24])[F:25])[OH:26])[CH2:11][CH2:12][CH2:13]1)[CH:27]([CH3:28])[CH3:29].[CH3:36][OH:37].[K+:35].[Mn:30]([O-:31])(=[O:32])(=[O:33])=[O:34]>>[CH3:1][O:2][C:3](=[O:4])[NH:5][CH:6]([C:7](=[O:8])[N:9]1[CH:10]([C:14](=[O:15])[NH:16][CH:17]([CH:18]([CH3:19])[CH3:20])[C:21]([C:22]([F:23])([F:24])[F:25])=[O:26])[CH2:11][CH2:12][CH2:13]1)[CH:27]([CH3:28])[CH3:29]. The reactants are ClC=1C=C2C=C(NC2=CC1Cl)C=CC(=O)OCC (ethyl 3-(5,6-dichloro-2indolyl)-2-propenoate), C1CCOC1 (THF), CC(C)C[AlH]CC(C)C (DIBAL). Run in hexanes. Yields the product ClC=1C=C2C=C(NC2=CC1Cl)C=O (5,6-Dichloro-1H-indole-2-carboxaldehyde). The yield is 99.8%. Reaction SMILES: [Cl:1][C:2]1[CH:3]=[C:4]2[C:8](=[CH:9][C:10]=1[Cl:11])[NH:7][C:6]([CH:12]=CC(OCC)=O)=[CH:5]2.CC(C[AlH]CC(C)C)C.C1C[O:31]CC1>>[Cl:1][C:2]1[CH:3]=[C:4]2[C:8](=[CH:9][C:10]=1[Cl:11])[NH:7][C:6]([CH:12]=[O:31])=[CH:5]2. Procedure: ethyl 3-(5,6-dichloro-2indolyl)-2-propenoate (16.23 g, 57.1 mmol) was dissolved under nitrogen in dry THF (300 ml) cooled at -20° and 1M DIBAL in hexanes (115 ml, 115 ml) was added dropwise at -20° C. The reaction mixture was maintained at this temperature for 1 hour and then quenched with H2O. The mixture was warmed to RT, diluted with Et2O (200 ml) and filtered on a Celite pad, washing with 300 ml of Et2O. The dark-red solution was dried over MgSO4 and evaporated under vacuum to give pure titl... Starting materials: Cl.COC1=CC=C(C=C1)S(=O)(=O)N([C@H]1C(CCCC1)CC(=O)O)CC1=CC=NC=C1 (2(R)-[[4-Methoxybenzenesulfonyl](4-picolyl)amino]-cyclohexylacetic acid hydrochloride), ON1N=NC2=C1C=CC=C2 (1-hydroxybenzotriazole), CN1CCOCC1 (4-methyl-morpholine), Cl.C(C)(C)(C)ON (O-t-butylhydroxylamine hydrochloride), Cl.CN(C)CCCN=C=NCC (N-[dimethylaminopropyl]-N'-ethyl-carbodiimide hydrochloride). The solvent is C(Cl)Cl (methylene chloride), O (water). Run at time 8 hour. The product is C(C)(C)(C)ONC([C@@H](C1CCCCC1)N(CC1=CC=NC=C1)S(=O)(=O)C1=CC=C(C=C1)OC)=O (N-(t-butyloxy)-2(R)-[[4-methoxybenzenesulfonyl]-(4-picolyl)amino]-2-cyclohexylacetamide). As a reaction SMILES: Cl.[CH3:2][O:3][C:4]1[CH:9]=[CH:8][C:7]([S:10]([N:13]([CH2:24][C:25]2[CH:30]=[CH:29][N:28]=[CH:27][CH:26]=2)[C@@H]2CCCCC2CC(O)=O)(=[O:12])=[O:11])=[CH:6][CH:5]=1.ON1[C:36]2[CH:37]=[CH:38][CH:39]=[CH:40][C:35]=2N=N1.CN1CC[O:45][CH2:44][CH2:43]1.Cl.[C:49]([O:53][NH2:54])([CH3:52])([CH3:51])[CH3:50].Cl.CN(CCCN=C=NCC)C>C(Cl)Cl.O>[C:49]([O:53][NH:54][C:44](=[O:45])[C@H:43]([N:13]([S:10]([C:7]1[CH:8]=[CH:9][C:4]([O:3][CH3:2])=[CH:5][CH:6]=1)(=[O:11])=[O:12])[CH2:24][C:25]1[CH:30]=[CH:29][N:28]=[CH:27][CH:26]=1)[CH:35]1[CH2:36][CH2:37][CH2:38][CH2:39][CH2:40]1)([CH3:52])([CH3:51])[CH3:50] |f:0.1,4.5,6.7|. Procedure details: 2(R)-[[4-Methoxybenzenesulfonyl](4-picolyl)amino]-cyclohexylacetic acid hydrochloride (1.8 g, 4.2 mmol), 1-hydroxybenzotriazole (0.65 g, 4.81 mmol), 4-methyl-morpholine (2.4 mL, 24.04 mmol), and O-t-butylhydroxylamine hydrochloride (1.81 g, 14.4 mmol) are dissolved in methylene chloride (100 mL). N-[dimethylaminopropyl]-N'-ethyl-carbodiimide hydrochloride (1.2 g, 6.25 mmol) is added, and the reaction is stirred overnight. The reaction is then diluted with water and extracted with methylene chlor...